From a dataset of the Open Reaction Database (ORD), a public repository of structured organic reaction records. describe an organic reaction: reactants, conditions, products, and yield Starting materials: OC=1C=CC2=C(N(C(=N2)COC=2C=C(C(=O)OC)C=CC2)C)C1 (methyl 3-[(6-hydroxy-1-methyl-1H-benzimidazol-2-yl)methoxy]benzoate), C([O-])([O-])=O.[Cs+].[Cs+] (cesium carbonate), BrC=1C(=NC(=CC1)F)Cl (3-bromo-2-chloro-6-fluoropyridine), N1=CC=CC2=CC=C3C=CC=NC3=C12 (1,10-phenanthroline). The reagents and catalysts are [Cu](I)I (copper iodide). The solvent is CN(C)C=O (DMF). Yields the product BrC=1C=CC(=NC1Cl)OC=1C=CC2=C(N(C(=N2)COC=2C=C(C(=O)OC)C=CC2)C)C1 (Methyl 3-({6-[(5-bromo-6-chloropyridin-2-yl)oxy]-1-methyl-1H-benzimidazol-2-yl}methoxy)benzoate). The yield is 67.6%. RXN SMILES: [OH:1][C:2]1[CH:3]=[CH:4][C:5]2[N:9]=[C:8]([CH2:10][O:11][C:12]3[CH:13]=[C:14]([CH:19]=[CH:20][CH:21]=3)[C:15]([O:17][CH3:18])=[O:16])[N:7]([CH3:22])[C:6]=2[CH:23]=1.[Br:24][C:25]1[C:26]([Cl:32])=[N:27][C:28](F)=[CH:29][CH:30]=1.N1C2C(=CC=C3C=2N=CC=C3)C=CC=1.C(=O)([O-])[O-].[Cs+].[Cs+]>[Cu](I)I.CN(C=O)C>[Br:24][C:25]1[CH:30]=[CH:29][C:28]([O:1][C:2]2[CH:3]=[CH:4][C:5]3[N:9]=[C:8]([CH2:10][O:11][C:12]4[CH:13]=[C:14]([CH:19]=[CH:20][CH:21]=4)[C:15]([O:17][CH3:18])=[O:16])[N:7]([CH3:22])[C:6]=3[CH:23]=2)=[N:27][C:26]=1[Cl:32] |f:3.4.5|. Procedure details: The reaction and post-treatment were carried out according to Example (1f) using methyl 3-[(6-hydroxy-1-methyl-1H-benzimidazol-2-yl)methoxy]benzoate produced in Example (1e) (1.56 g, 5.0 mmol), 3-bromo-2-chloro-6-fluoropyridine (1.16 g, 5.50 mmol), copper iodide (0.10 g, 0.50 mmol), 1,10-phenanthroline (0.09 g, 0.50 mmol), cesium carbonate (4.89 g, 15 mmol) and DMF (30 mL) to obtain the title compound (1.70 g, 68%) as a white solid. Reactants: S(=O)(Cl)Cl (thionyl chloride), IC1=CC=C(C=C1)CCO (2-(4-iodophenyl)ethanol). Solvent: C(Cl)(Cl)Cl (chloroform), C(Cl)(Cl)Cl (chloroform). The product is IC1=CC=C(C=C1)CCCl (2-(4-Iodophenyl)ethylchloride). The yield is 98.6%. Reaction SMILES: [I:1][C:2]1[CH:7]=[CH:6][C:5]([CH2:8][CH2:9]O)=[CH:4][CH:3]=1.S(Cl)([Cl:13])=O>C(Cl)(Cl)Cl>[I:1][C:2]1[CH:7]=[CH:6][C:5]([CH2:8][CH2:9][Cl:13])=[CH:4][CH:3]=1. Procedure details: To a 500 mL round-bottomed flask equipped with dropping funnel, condenser and N2 inlet were added 307 g (124 mmol) 2-(4-iodophenyl)ethanol, 200 mL chloroform, and 10.0 mL (124 mmol) pyrdine. A solution of 13.5 mL (186 mmol) thionyl chloride in 50 mL chloroform was added dropwise over 15 min, and the reaction then heated at reflux for 2 hr. The reaction was cooled, the solvent evaporated, and the residue taken up in ethyl acetate, washed with 1 N hydrochloric acid, water, saturated aqueous sodium... Procedure: Reaction of 10 (35 mg, 59 mmol) according to the method described for the preparation of 11 (33 mg, 97%) provided the title compound as a yellow salt. RXN SMILES: C[O:2][C:3]([C:5]1[CH:9]([C:10](=[O:24])[NH:11][C@:12]2([C:17]([O:19][C:20]([CH3:23])([CH3:22])[CH3:21])=[O:18])[CH2:14][C@H:13]2[CH:15]=[CH2:16])[CH2:8][CH:7]([O:25][C:26]2[C:35]3[C:30](=[CH:31][C:32]([O:36][CH3:37])=[CH:33][CH:34]=3)[N:29]=[C:28]([C:38]3[CH:43]=[CH:42][CH:41]=[CH:40][CH:39]=3)[CH:27]=2)[CH:6]=1)=[O:4].C(OC([C@@H](NC(C1C(C(O)=O)=CC(OC2C3C(=CC(OC)=CC=3)N=C(C3C=CC=CC=3)C=2)C1)=O)CCC)=O)(C)(C)C>>[C:20]([O:19][C:17]([C@@:12]1([NH:11][C:10]([CH:9]2[C:5]([C:3]([OH:4])=[O:2])=[CH:6][CH:7]([O:25][C:26]3[C:35]4[C:30](=[CH:31][C:32]([O:36][CH3:37])=[CH:33][CH:34]=4)[N:29]=[C:28]([C:38]4[CH:39]=[CH:40][CH:41]=[CH:42][CH:43]=4)[CH:27]=3)[CH2:8]2)=[O:24])[CH2:14][C@H:13]1[CH:15]=[CH2:16])=[O:18])([CH3:21])([CH3:22])[CH3:23]. Reactants: COC(=O)C1=CC(CC1C(N[C@]1([C@@H](C1)C=C)C(=O)OC(C)(C)C)=O)OC1=CC(=NC2=CC(=CC=C12)OC)C1=CC=CC=C1 (5-((1R,2S)-1-tert-Butoxycarbonyl-2-vinyl-cyclopropylcarbamoyl)-3-(7-methoxy-2-phenyl-quinolin-4-yloxy)-cyclopent-1-enecarboxylic acid methyl ester), C(C)(C)(C)OC(=O)[C@H](CCC)NC(=O)C1CC(C=C1C(=O)O)OC1=CC(=NC2=CC(=CC=C12)OC)C1=CC=CC=C1 (5-((S)-1-tert-Butoxycarbonyl-butylcarbamoyl)-3-(7-methoxy-2-phenyl-quinolin-4-yloxy)-cyclopent-1-enecarboxylic acid). Yields the product C(C)(C)(C)OC(=O)[C@@]1([C@@H](C1)C=C)NC(=O)C1CC(C=C1C(=O)O)OC1=CC(=NC2=CC(=CC=C12)OC)C1=CC=CC=C1 (5-((1R,2S)-1-tert-Butoxycarbonyl-2-vinyl-cyclopropylcarbamoyl)-3-(7-methoxy-2-phenyl-quinolin-4-yloxy)-cyclopent-1-enecarboxylic acid).